This data is from the Open Reaction Database (ORD), a public repository of structured organic reaction records. The task is: describe an organic reaction: reactants, conditions, products, and yield Reactants: solid, COC1=C(C=C(C=C1I)C(NCCCCCCCCC1=CC=CC=C1)=O)I (2,6-diiodo-4-(8-phenyl-octylcarbamoyl)phenyl methyl ether), C(=O)C=1C=C(C=CC1)B(O)O (3-formylbenzeneboronic acid). The product is C(=O)C=1C=C(C=CC1)C1=C(C(=CC(=C1)C(NCCCCCCCCC1=CC=CC=C1)=O)C1=CC(=CC=C1)C=O)OC ([3,3″-Diformyl-5′-(8-phenyl-octylcarbamoyl)-[1,1′;3′1″]terphenyl-2′-yl]methyl ether). As a reaction SMILES: [CH3:1][O:2][C:3]1[C:8](I)=[CH:7][C:6]([C:10](=[O:26])[NH:11][CH2:12][CH2:13][CH2:14][CH2:15][CH2:16][CH2:17][CH2:18][CH2:19][C:20]2[CH:25]=[CH:24][CH:23]=[CH:22][CH:21]=2)=[CH:5][C:4]=1I.[CH:28]([C:30]1[CH:31]=[C:32](B(O)O)[CH:33]=[CH:34][CH:35]=1)=[O:29]>>[CH:28]([C:30]1[CH:31]=[C:32]([C:4]2[CH:5]=[C:6]([C:10](=[O:26])[NH:11][CH2:12][CH2:13][CH2:14][CH2:15][CH2:16][CH2:17][CH2:18][CH2:19][C:20]3[CH:25]=[CH:24][CH:23]=[CH:22][CH:21]=3)[CH:7]=[C:8]([C:4]3[CH:3]=[CH:8][CH:7]=[C:6]([CH:10]=[O:26])[CH:5]=3)[C:3]=2[O:2][CH3:1])[CH:33]=[CH:34][CH:35]=1)=[O:29]. Reported procedure: The title compound was prepared as a solid (0.479 g, 75%) from 2,6-diiodo-4-(8-phenyl-octylcarbamoyl)phenyl methyl ether using 3-formylbenzeneboronic acid and a procedure similar to step 3 of Example 93; 1H NMR (DMSO-d6) δ1.21-1.35 (m, 8H), 1.46-1.60 (m, 4H), 2.47-2.58 (m, 2H), 3.13 (s, 3H), 3.21-3.32 (m, 2H), 7.09-7.19 (m, 3H), 7.21-7.30 (m, 2H), 7.54 (t, J=7.5 Hz, 2H), 7.94-8.03 (m, 6H), 8.17 (s, 2H), 8.61 (t, J=5.6 Hz, 1H), 10.14 (s, 2H); mass spectrum [(+) ESI), m/z 548 (M+H)+, 570 (M+Na)+. Starting materials: C(C1=CC=CC=C1)(=O)O (benzoic acid), C[Si](C=1C=C(C=CC1)NC(=O)C1=CC=C(C(=O)O)C=C1)(C)C (4-(3-trimethylsilylphenylcarbamoyl)benzoic acid), OC(=CC(=O)C1=C(C=CC(=C1)[Si](C)(C)C)O)C1=CC=C(C(=O)O)C=C1 (4-[1-Hydroxy-3-(2-hydroxy-5-trimethylsilylphenyl)-3-oxo-1-propenyl]benzoic acid), C[Si](C=1C=C(C=CC1)C(C=CC1=CC=C(C(=O)O)C=C1)=O)(C)C (4-[3-(3-trimethylsilylphenyl)-3-oxo-1-propenyl]benzoic acid), C[Si](C=1C=C(C=CC1)C=CC1=CC=C(C(=O)O)C=C1)(C)C (4-[(3-trimethylsilylphenyl) ethenyl]benzoic acid), 4-[3,5-Bis(trimethylsilyl) phenylcarboxamido]benzoic acid, C[Si](C=1C=C(C=C(C1)[Si](C)(C)C)C(C=CC1=CC=C(C(=O)O)C=C1)=O)(C)C (4-[3-[3,5-Bis(trimethylsilyl) phenyl]-3-oxo-1-propenyl]benzoic acid), C[Si](C=1C=C(C=C(C1)[Si](C)(C)C)OC(=O)C1=CC=C(C(=O)OC)C=C1)(C)C (methyl 4-[3,5-bis(trimethylsilyl)phenylcarboxy]benzoate). Procedure details: phenylcarbamoyl]benzoic acid.⟧3. A compound ⟦of claim 1⟧ which is 4-[3,5-Bis(trimethylsilyl) phenylcarboxamido]benzoic acid. ⟦4. A compound of claim 1 which is 4-[3-[3,5-Bis(trimethylsilyl) phenyl]-3-oxo-1-propenyl]benzoic acid.⟧⟦5. A compound of claim 1 which is 4-[1-Hydroxy-3-(2-hydroxy-5-trimethylsilylphenyl)-3-oxo-1-propenyl]benzoic acid.⟧⟦6. A compound of claim 1 which is 4-(3-trimethylsilylphenylcarbamoyl)benzoic acid.⟧⟦7. A compound of claim 1 which is methyl 4-[3,5-bis(trimethylsilyl)phe... Reaction SMILES: [C:1]([OH:9])(=[O:8])[C:2]1[CH:7]=[CH:6][CH:5]=[CH:4][CH:3]=1.[CH3:10][Si:11](C)([CH3:35])[C:12]1C=C(C(=O)C=CC2C=CC(C(O)=O)=CC=2)C=C([Si](C)(C)C)C=1.[OH:37][C:38](C1C=CC(C(O)=O)=CC=1)=[CH:39][C:40]([C:42]1[CH:47]=[C:46]([Si](C)(C)C)[CH:45]=[CH:44][C:43]=1[OH:52])=[O:41].C[Si](C)(C)C1C=C(NC(C2C=CC(C(O)=O)=CC=2)=O)C=CC=1.C[Si](C)(C)C1C=C(OC(C2C=CC(C(OC)=O)=CC=2)=O)C=C([Si](C)(C)C)C=1.C[Si](C)(C)C1C=C(C=CC2C=CC(C(O)=O)=CC=2)C=CC=1.C[Si](C)(C)C1C=C(C(=O)C=CC2C=CC(C(O)=O)=CC=2)C=CC=1>>[OH:37][C:38]([C:5]1[CH:6]=[CH:7][C:2]([C:1]([OH:9])=[O:8])=[CH:3][CH:4]=1)=[CH:39][C:40]([C:42]1[CH:47]=[CH:46][C:45]([Si:11]([CH3:35])([CH3:12])[CH3:10])=[CH:44][C:43]=1[OH:52])=[O:41]. Yields the product OC(=CC(=O)C1=C(C=C(C=C1)[Si](C)(C)C)O)C1=CC=C(C(=O)O)C=C1 (4-[1-Hydroxy-3-(2-hydroxy-4-trimethylsilylphenyl)-3-oxo-1-propenyl]benzoic Acid). Starting materials: BrCCOC1CCCCO1, Oc1ccccc1OCc1ccccc1, CN(C)C=O, [H-], [Na+], O. The product is c1ccc(COc2ccccc2OCCOC2CCCCO2)cc1. Reaction SMILES: [Br:18][CH2:19][CH2:20][O:21][CH:22]1[O:23][CH2:24][CH2:25][CH2:26][CH2:27]1.[CH2:1]([c:2]1[cH:3][cH:4][cH:5][cH:6][cH:7]1)[O:8][c:9]1[c:10]([OH:15])[cH:11][cH:12][cH:13][cH:14]1.[CH3:29][N:30]([CH3:31])[CH:32]=[O:33].[H-:16].[Na+:17].[OH2:28]>>[CH2:1]([c:2]1[cH:3][cH:4][cH:5][cH:6][cH:7]1)[O:8][c:9]1[c:10]([O:15][CH2:19][CH2:20][O:21][CH:22]2[O:23][CH2:24][CH2:25][CH2:26][CH2:27]2)[cH:11][cH:12][cH:13][cH:14]1. Reactants: ClN1C(CCC1=O)=O (N-chlorosuccinimide), ClC1=C(CN2C(=NC=3C2=NC(=CC3)C(=O)OC)C)C=CC(=C1)C=1SC=CC1 (methyl 3-[2-chloro-4-(thiophen-2-yl)benzyl]-2-methyl-3H-imidazo[4,5-b]pyridine-5-carboxylate), ClCCl (dichloromethane), ClN1C(CCC1=O)=O (N-chlorosuccinimide). The solvent is C(C)(=O)O (acetic acid). Run at time 8 hour. The product is ClC1=C(CN2C(=NC=3C2=NC(=CC3)C(=O)OC)C)C=CC(=C1)C=1SC(=CC1)Cl (Methyl 3-[2-chloro-4-(5-chlorothiophen-2-yl)benzyl]-2-methyl-3H-imidazo[4,5-b]pyridine-5-carboxylate). Yield: 95.5%. RXN SMILES: [Cl:1][C:2]1[CH:22]=[C:21]([C:23]2[S:24][CH:25]=[CH:26][CH:27]=2)[CH:20]=[CH:19][C:3]=1[CH2:4][N:5]1[C:9]2=[N:10][C:11]([C:14]([O:16][CH3:17])=[O:15])=[CH:12][CH:13]=[C:8]2[N:7]=[C:6]1[CH3:18].[Cl:28]N1C(=O)CCC1=O.ClCCl>C(O)(=O)C>[Cl:1][C:2]1[CH:22]=[C:21]([C:23]2[S:24][C:25]([Cl:28])=[CH:26][CH:27]=2)[CH:20]=[CH:19][C:3]=1[CH2:4][N:5]1[C:9]2=[N:10][C:11]([C:14]([O:16][CH3:17])=[O:15])=[CH:12][CH:13]=[C:8]2[N:7]=[C:6]1[CH3:18]. Reported procedure: To a suspension of methyl 3-[2-chloro-4-(thiophen-2-yl)benzyl]-2-methyl-3H-imidazo[4,5-b]pyridine-5-carboxylate (50 mg, 0.126 mmol) in acetic acid (1 ml) was added N-chlorosuccinimide (19 mg, 0.138 mmol) at room temperature. Thirty minutes later, dichloromethane (0.5 ml) was added to the reaction mixture to give a clear transparent solution. Four hours later, N-chlorosuccinimide (19 mg, 0.138 mmol) was further added. The reaction mixture was left standing overnight and concentrated. The residue ... The reactants are O=Cc1ccc(Br)cc1O, O=C([O-])[O-], C=CCBr, CN(C)C=O, [K+], [K+], O. Product: C=CCOc1cc(Br)ccc1C=O. Reaction SMILES: [Br:1][c:2]1[cH:3][c:4]([OH:10])[c:5]([CH:6]=[O:7])[cH:8][cH:9]1.[C:11](=[O:12])([O-:13])[O-:14].[CH2:17]([CH:18]=[CH2:19])[Br:20].[CH3:21][N:22]([CH3:23])[CH:24]=[O:25].[K+:15].[K+:16].[OH2:26]>>[Br:1][c:2]1[cH:3][c:4]([O:10][CH2:19][CH:18]=[CH2:17])[c:5]([CH:6]=[O:7])[cH:8][cH:9]1. Reagents/catalysts: CC(C)OC1=C(C(=CC=C1)OC(C)C)C2=CC=CC=C2P(C3CCCCC3)C4CCCCC4.CC(C)(C)OC.C1=CC=C([C-]=C1)CCN.Cl[Pd+] (RuPhos precatalyst). Reported procedure: To a glass microwave vial was added 2-(3-chloropyrazin-2-yl)-2-methyl-N-(trans-4-((5-methylpyridin-2-yl)amino)cyclohexyl)propanamide (0.2148 g, 0.554 mmol), RuPhos precatalyst (0.024 g, 0.033 mmol), and sodium tert-butoxide (0.106 g, 1.107 mmol) in dry dioxane (0.554 ml). The mixture was sealed and stirred at 80° C. for 3 hours. The mixture was allowed to cool to room temperature then the crude product was adsorbed onto a plug of silica gel and chromatographed through a Biotage SNAP HP-silica ge... The product is CC1(C(N(C2=NC=CN=C21)[C@@H]2CC[C@H](CC2)NC2=NC=C(C=C2)C)=O)C (7,7-dimethyl-5-(trans-4-((5-methylpyridin-2-yl)amino)cyclohexyl)-5H-pyrrolo[2,3-b]pyrazin-6(7H)-one). Reaction conditions: temperature 80 celsius, time 3 hour. RXN SMILES: Cl[C:2]1[C:3]([C:8]([CH3:27])([CH3:26])[C:9]([NH:11][C@H:12]2[CH2:17][CH2:16][C@H:15]([NH:18][C:19]3[CH:24]=[CH:23][C:22]([CH3:25])=[CH:21][N:20]=3)[CH2:14][CH2:13]2)=[O:10])=[N:4][CH:5]=[CH:6][N:7]=1.CC(C)([O-])C.[Na+]>CC(OC1C=CC=C(OC(C)C)C=1C1C(P(C2CCCCC2)C2CCCCC2)=CC=CC=1)C.CC(OC)(C)C.C1C=[C-]C(CCN)=CC=1.Cl[Pd+].O1CCOCC1>[CH3:26][C:8]1([CH3:27])[C:3]2[C:2](=[N:7][CH:6]=[CH:5][N:4]=2)[N:11]([C@H:12]2[CH2:17][CH2:16][C@H:15]([NH:18][C:19]3[CH:24]=[CH:23][C:22]([CH3:25])=[CH:21][N:20]=3)[CH2:14][CH2:13]2)[C:9]1=[O:10] |f:1.2,3.4.5.6|. The reactants are crude product, ClC=1C(=NC=CN1)C(C(=O)N[C@@H]1CC[C@H](CC1)NC1=NC=C(C=C1)C)(C)C (2-(3-chloropyrazin-2-yl)-2-methyl-N-(trans-4-((5-methylpyridin-2-yl)amino)cyclohexyl)propanamide), CC(C)([O-])C.[Na+] (sodium tert-butoxide). The yield is 9.2%. The solvent is O1CCOCC1 (dioxane).